This data is from the Open Reaction Database (ORD), a public repository of structured organic reaction records. The task is: describe an organic reaction: reactants, conditions, products, and yield Reactants: CS(=O)(=O)OC[C@H]1[C@@H](C1)C(=O)OCC (trans-ethyl 2-methanesulfonyloxymethyl-1-cyclopropanecarboxylate), [N-]=[N+]=[N-].[Na+] (sodium azide). The solvent is CS(=O)C (dimethyl sulfoxide). Run at time 16 hour. Yields the product N(=[N+]=[N-])C[C@H]1[C@@H](C1)C(=O)OCC (trans-Ethyl 2-azidomethyl-1-cyclopropanecarboxylate). RXN SMILES: CS(O[CH2:6][C@@H:7]1[CH2:9][C@H:8]1[C:10]([O:12][CH2:13][CH3:14])=[O:11])(=O)=O.[N-:15]=[N+:16]=[N-:17].[Na+]>CS(C)=O>[N:15]([CH2:6][C@@H:7]1[CH2:9][C@H:8]1[C:10]([O:12][CH2:13][CH3:14])=[O:11])=[N+:16]=[N-:17] |f:1.2|. Procedure details: The trans-ethyl 2-methanesulfonyloxymethyl-1-cyclopropanecarboxylate from the previous step (1.655 g, 7.45 mmol) was dissolved in dry dimethyl sulfoxide (20 ml), treated with sodium azide (0.969 g, 14.89 mmol), and stirred at room temperature for 16 h. (tlc indicated no substrate left). After dilution with water, (50 ml), the reaction mixture was extracted with ether (3×50 ml) and the combined organic extracts washed several times (×6) with water and then brine (×3). After drying on anhydrous ma... Reactants: C([C@@H](O)C)(=O)OCC ((S)-ethyl lactate), CS(=O)(=O)Cl (methane sulfonylchloride). The solvent is C(C)N(CC)CC (triethylamine). Yields the product C(C)OC([C@H](C)OS(=O)(=O)C)=O (ethyl-(S)-2[(methylsulfonyl)oxy]propionate). Reaction SMILES: [C:1]([O:6][CH2:7][CH3:8])(=[O:5])[C@H:2]([CH3:4])[OH:3].[CH3:9][S:10](Cl)(=[O:12])=[O:11]>C(N(CC)CC)C>[CH2:7]([O:6][C:1](=[O:5])[C@@H:2]([O:3][S:10]([CH3:9])(=[O:12])=[O:11])[CH3:4])[CH3:8]. Procedure: An equal molar solution of (S)-ethyl lactate and triethylamine in dry methylene was treated with an equal molar amount of methane sulfonylchloride at 5°-10° C. After the addition was complete, the mixture was filtered to remove triethylamine hydrochloride. The filtrate was then washed with water, dried over MgSO4, and concentrated to give a high yield of ethyl-(S)-2[(methylsulfonyl)oxy]propionate.